From a dataset of the Open Reaction Database (ORD), a public repository of structured organic reaction records. describe an organic reaction: reactants, conditions, products, and yield The reactants are ClC1=CC(=CC=C1)C(=O)OO (3-chloroperbenzoic acid), C(CCC)OCCOC1=CC=C(C=C1)C=1C=CC2=C(C=C(CCN2C(C(F)(F)F)=O)C(=O)NC2=CC(=C(C=C2)C(C2=NC=CC=C2)O)OCC(F)(F)F)C1 (7-[4-(2-butoxyethoxy)phenyl]-N-[4-[hydroxy(pyridin-2-yl)methyl]-3-(2,2,2-trifluoroethoxy)phenyl]-1-trifluoroacetyl-2,3-dihydro-1H-1-benzazepine-4-carboxamide), S(=S)(=O)([O-])[O-].[Na+].[Na+] (sodium thiosulfate). Solvent: ClCCl (dichloromethane). Conditions: time 8 hour. The product is C(CCC)OCCOC1=CC=C(C=C1)C=1C=CC2=C(C=C(CCN2C(C(F)(F)F)=O)C(=O)NC2=CC(=C(C=C2)C(C2=[N+](C=CC=C2)[O-])O)OCC(F)(F)F)C1 (7-[4-(2-butoxyethoxy)phenyl]-N-[4-[hydroxy(1-oxidopyridin-2-yl)methyl]-3-(2,2,2-trifluoroethoxy)phenyl]-1-trifluoroacetyl-2,3-dihydro-1H-1-benzazepine-4-carboxamide). Yield: 97.9%. As a reaction SMILES: [CH2:1]([O:5][CH2:6][CH2:7][O:8][C:9]1[CH:14]=[CH:13][C:12]([C:15]2[CH:16]=[CH:17][C:18]3[N:24]([C:25](=[O:30])[C:26]([F:29])([F:28])[F:27])[CH2:23][CH2:22][C:21]([C:31]([NH:33][C:34]4[CH:39]=[CH:38][C:37]([CH:40]([OH:47])[C:41]5[CH:46]=[CH:45][CH:44]=[CH:43][N:42]=5)=[C:36]([O:48][CH2:49][C:50]([F:53])([F:52])[F:51])[CH:35]=4)=[O:32])=[CH:20][C:19]=3[CH:54]=2)=[CH:11][CH:10]=1)[CH2:2][CH2:3][CH3:4].ClC1C=CC=C(C(OO)=[O:63])C=1.S([O-])([O-])(=O)=S.[Na+].[Na+]>ClCCl>[CH2:1]([O:5][CH2:6][CH2:7][O:8][C:9]1[CH:14]=[CH:13][C:12]([C:15]2[CH:16]=[CH:17][C:18]3[N:24]([C:25](=[O:30])[C:26]([F:27])([F:29])[F:28])[CH2:23][CH2:22][C:21]([C:31]([NH:33][C:34]4[CH:39]=[CH:38][C:37]([CH:40]([OH:47])[C:41]5[CH:46]=[CH:45][CH:44]=[CH:43][N+:42]=5[O-:63])=[C:36]([O:48][CH2:49][C:50]([F:53])([F:51])[F:52])[CH:35]=4)=[O:32])=[CH:20][C:19]=3[CH:54]=2)=[CH:11][CH:10]=1)[CH2:2][CH2:3][CH3:4] |f:2.3.4|. Reported procedure: 7-[4-(2-butoxyethoxy)phenyl]-N-[4-[hydroxy(pyridin-2-yl)methyl]-3-(2,2,2-trifluoroethoxy)phenyl]-1-trifluoroacetyl-2,3-dihydro-1H-1-benzazepine-4-carboxamide (1.5 g) was dissolved in dichloromethane (150 ml), and to the solution was added 3-chloroperbenzoic acid (0.75 g) under ice-cooling and the mixture, was stirred overnight at room temperature. An aqueous solution of sodium thiosulfate was added to the mixture, and the mixture was concentrated and extracted with ethyl acetate. The organic lay... Starting materials: C1(CCCCC1)CC1=C(N=C(S1)N)C1=CC=C(C=C1)OC (5-cyclohexylmethyl-4-(4-methoxy-phenyl)-thiazol-2-ylamine), COC=1C=C(C(=O)Cl)C=CC1OC (3,4-dimethoxy-benzoyl chloride). The product is C1(CCCCC1)CC1=C(N=C(S1)NC(C1=CC(=C(C=C1)OC)OC)=O)C1=CC=C(C=C1)OC (N-[5-cyclohexylmethyl-4-(4-methoxy-phenyl)-thiazol-2-yl]-3,4-dimethoxy-benzamide). Yield: 67.5%. As a reaction SMILES: [CH:1]1([CH2:7][C:8]2[S:12][C:11]([NH2:13])=[N:10][C:9]=2[C:14]2[CH:19]=[CH:18][C:17]([O:20][CH3:21])=[CH:16][CH:15]=2)[CH2:6][CH2:5][CH2:4][CH2:3][CH2:2]1.[CH3:22][O:23][C:24]1[CH:25]=[C:26]([CH:30]=[CH:31][C:32]=1[O:33][CH3:34])[C:27](Cl)=[O:28]>>[CH:1]1([CH2:7][C:8]2[S:12][C:11]([NH:13][C:27](=[O:28])[C:26]3[CH:30]=[CH:31][C:32]([O:33][CH3:34])=[C:24]([O:23][CH3:22])[CH:25]=3)=[N:10][C:9]=2[C:14]2[CH:15]=[CH:16][C:17]([O:20][CH3:21])=[CH:18][CH:19]=2)[CH2:2][CH2:3][CH2:4][CH2:5][CH2:6]1. Procedure details: A procedure similar to that in Example 4 was used. 5-cyclohexylmethyl-4-(4-methoxy-phenyl)-thiazol-2-ylamine prepared in Example 47 and 3,4-dimethoxy-benzoyl chloride prepared in the step 1 of Example 12 were used as starting materials, allowed to react at room temperature overnight, followed by post-treatment to give a crude product, which was purified by a silica gel column chromatography eluted with a gradient of dichloromethane and ethyl acetate (20:1) to obtain a product as a white solid in...